From a dataset of the Open Reaction Database (ORD), a public repository of structured organic reaction records. describe an organic reaction: reactants, conditions, products, and yield Procedure: (R or S)-4-(4-Cyanophenyl)-4-methyl-2,5-dioxoimidazolidine was prepared from (R or S)-2-amino-2-(4-cyanophenyl)propionamide using dimethyl carbonate analogously to the procedure indicated in EP-A-173522. Reactants: NC(C(=O)N)(C)C1=CC=C(C=C1)C#N (2-amino-2-(4-cyanophenyl)propionamide), C(OC)(OC)=O (dimethyl carbonate), A-173522. Reaction SMILES: [NH2:1][C:2]([C:7]1[CH:12]=[CH:11][C:10]([C:13]#[N:14])=[CH:9][CH:8]=1)([CH3:6])[C:3]([NH2:5])=[O:4].[C:15](=O)(OC)[O:16]C>>[C:13]([C:10]1[CH:9]=[CH:8][C:7]([C:2]2([CH3:6])[C:3](=[O:4])[NH:5][C:15](=[O:16])[NH:1]2)=[CH:12][CH:11]=1)#[N:14]. Yields the product C(#N)C1=CC=C(C=C1)C1(NC(NC1=O)=O)C (4-(4-Cyanophenyl)-4-methyl-2,5-dioxoimidazolidine). Reaction SMILES: [CH3:11][C:12]([O-:13])=[O:14].[CH3:16][c:17]1[cH:18][cH:19][c:20]([NH2:21])[cH:22][cH:23]1.[K+:10].[O-:1][N+:2](=[O:3])[c:4]1[cH:5][cH:6][cH:7][cH:8][cH:9]1.[O:24]1[CH2:25][CH2:26][CH2:27][CH2:28]1.[Se:15]>>[NH:2]([c:4]1[cH:5][cH:6][cH:7][cH:8][cH:9]1)[C:12](=[O:14])[NH:21][c:20]1[cH:19][cH:18][c:17]([CH3:16])[cH:23][cH:22]1. Reactants: CC(=O)[O-], Cc1ccc(N)cc1, [K+], O=[N+]([O-])c1ccccc1, C1CCOC1, [Se]. Yields the product Cc1ccc(NC(=O)Nc2ccccc2)cc1. The solvent is O1CCCC1 (tetrahydrofuran). Reported procedure: To a solution methyl 7-(4-fluorophenyl)-7-(3-formyl-6-methoxy-2,4,5-trimethylphenyl)heptanoate (3.7 g) in anhydrous tetrahydrofuran (75 ml) was added 1.6 M solution of n-butyl lithium-hexane (6.2 ml) at -78° C. over 25 minutes. The mixture was stirred at the same temperature for 1 hour and aqueous potassium hydrogen sulfate was added. The mixture was extracted with ethyl acetate. The organic layer was washed with water and saturated saline and dried with anhydrous magnesium sulfate. The solvent ... RXN SMILES: [F:1][C:2]1[CH:7]=[CH:6][C:5]([CH:8]([C:18]2[C:23]([O:24][CH3:25])=[C:22]([CH3:26])[C:21]([CH3:27])=[C:20]([CH:28]=[O:29])[C:19]=2[CH3:30])[CH2:9][CH2:10][CH2:11][CH2:12][CH2:13][C:14]([O:16][CH3:17])=[O:15])=[CH:4][CH:3]=1.S([O-])(O)(=O)=O.[K+]>O1CCCC1>[F:1][C:2]1[CH:3]=[CH:4][C:5]([CH:8]([C:18]2[C:23]([O:24][CH3:25])=[C:22]([CH3:26])[C:21]([CH3:27])=[C:20]([CH:28]([OH:29])[CH2:7][CH2:2][CH2:3][CH3:4])[C:19]=2[CH3:30])[CH2:9][CH2:10][CH2:11][CH2:12][CH2:13][C:14]([O:16][CH3:17])=[O:15])=[CH:6][CH:7]=1 |f:1.2|. The yield is 132.7%. The product is FC1=CC=C(C=C1)C(CCCCCC(=O)OC)C1=C(C(=C(C(=C1OC)C)C)C(CCCC)O)C (methyl 7-(4-fluorophenyl)-7-[3-(1-hydroxypentyl)-6-methoxy-2,4,5-trimethylphenyl)heptanoate). Reactants: FC1=CC=C(C=C1)C(CCCCCC(=O)OC)C1=C(C(=C(C(=C1OC)C)C)C=O)C (methyl 7-(4-fluorophenyl)-7-(3-formyl-6-methoxy-2,4,5-trimethylphenyl)heptanoate), solution, S(=O)(=O)(O)[O-].[K+] (potassium hydrogen sulfate). Conditions: time 1 hour.